describe an organic reaction: reactants, conditions, products, and yield From a dataset of the Open Reaction Database (ORD), a public repository of structured organic reaction records. The reactants are CC(=O)C (acetone), COC1CC(CCC1C)N=C=O (3-methoxy-4-methylcyclohexyl-isocyanate), 3-methoxy-methoxy-thiophen-2-carbonamido, C1(=CC=CC=C1)S(=O)(=O)N (benzenesulfonamide). Solvent: O (water), [OH-].[Na+] (sodium hydroxide). Reaction conditions: time 2 hour. Yields the product 3-methoxy-methoxy-thiophen-2-carbonamido, COC1CC(CCC1C)NC(N)=O (N'-(3-methoxy-4-methyl-cyclohexyl)-urea). Reaction SMILES: C1(S([NH2:10])(=O)=O)C=CC=CC=1.CC(C)=O.[CH3:15][O:16][CH:17]1[CH:22]([CH3:23])[CH2:21][CH2:20][CH:19]([N:24]=[C:25]=[O:26])[CH2:18]1>[OH-].[Na+].O>[CH3:15][O:16][CH:17]1[CH:22]([CH3:23])[CH2:21][CH2:20][CH:19]([NH:24][C:25](=[O:26])[NH2:10])[CH2:18]1 |f:3.4|. Procedure: 5 g of 4-(β-<3-methoxy-methoxy-thiophen-2-carbonamido>-ethyl)-benzenesulfonamide (melting point 160° - 162°C) were dissolved in 7 ml of 2N sodium hydroxide solution and 50 ml of acetone and 2.4 g of 3-methoxy-4-methylcyclohexyl-isocyanate (boiling at 90°C under a pressure of 10 mm of mercury) were added dropwise at 0° - 5° C. Then stirring was continued for 2 hours, then the whole was diluted with water, and any undissolved matter was filtered off, and the filtrate was acidified with dilute hydr... The reactants are FC(C(OC1=NC2=CC=CC=C2N=C1N(S(=O)(=O)CCC)COCC[Si](C)(C)C)C1=CC=[N+](C=C1)[O-])(F)F (4-(2,2,2-trifluoro-1-(3-(N-((2-(trimethylsilyl)ethoxy)methyl) propylsulfonamido)quinoxalin-2-yloxy)ethyl)pyridine 1-oxide), C(C)(C)(C)N (tert-butylamine), C1(=CC=C(C=C1)S(=O)(=O)OS(=O)(=O)C1=CC=C(C=C1)C)C (p-toluenesulfonic anhydride), C(C)(C)(C)N (tert-butylamine), C1(=CC=C(C=C1)S(=O)(=O)OS(=O)(=O)C1=CC=C(C=C1)C)C (p-toluenesulfonic anhydride), C(C)(C)(C)N (tert-butylamine), C1(=CC=C(C=C1)S(=O)(=O)OS(=O)(=O)C1=CC=C(C=C1)C)C (p-toluenesulfonic anhydride), C([O-])(O)=O.[Na+] (sodium bicarbonate). Run in C1(=CC=CC=C1)C(F)(F)F (benzotrifluoride), O (water). Run at time 18 hour. Product: NC1=NC=CC(=C1)C(C(F)(F)F)OC=1C(=NC2=CC=CC=C2N1)NS(=O)(=O)CCC (N-(3-(1-(2-aminopyridin-4-yl)-2,2,2-trifluoroethoxy) quinoxalin-2-yl)propane-1-sulfonamide). The yield is 54.0%. Reaction SMILES: [F:1][C:2]([F:38])([F:37])[CH:3]([C:30]1[CH:35]=[CH:34][N+:33]([O-])=[CH:32][CH:31]=1)[O:4][C:5]1[C:14]([N:15](COCC[Si](C)(C)C)[S:16]([CH2:19][CH2:20][CH3:21])(=[O:18])=[O:17])=[N:13][C:12]2[C:7](=[CH:8][CH:9]=[CH:10][CH:11]=2)[N:6]=1.C([NH2:43])(C)(C)C.C1(C)C=CC(S(OS(C2C=CC(C)=CC=2)(=O)=O)(=O)=O)=CC=1.C(=O)(O)[O-].[Na+]>C1(C(F)(F)F)C=CC=CC=1.O>[NH2:43][C:32]1[CH:31]=[C:30]([CH:3]([O:4][C:5]2[C:14]([NH:15][S:16]([CH2:19][CH2:20][CH3:21])(=[O:18])=[O:17])=[N:13][C:12]3[C:7]([N:6]=2)=[CH:8][CH:9]=[CH:10][CH:11]=3)[C:2]([F:38])([F:37])[F:1])[CH:35]=[CH:34][N:33]=1 |f:3.4|. Procedure: Compound B4 (200 mg, 0.349 mmol) obtained in Step 1 of Example 42 was suspended in benzotrifluoride (10 mL). To the suspension were added tert-butylamine (0.19 mL, 1.7 mmol) and p-toluenesulfonic anhydride (228 mg, 0.698 mmol), and the mixture was stirred at room temperature for 18 hours. To the reaction mixture were added tert-butylamine (0.19 mL, 1.7 mmol) and p-toluenesulfonic anhydride (228 mg, 0.698 mmol) and the mixture was further stirred at room temperature for 18 hours. Further, to the ...